This data is from the Open Reaction Database (ORD), a public repository of structured organic reaction records. The task is: describe an organic reaction: reactants, conditions, products, and yield Starting materials: F[B-](F)(F)F, O=C([O-])O, CC[O+](CC)CC, O=C1CN(C(=O)c2cccc(Cl)c2Cl)CCN1, ClCCl. The product is CCOC1=NCCN(C(=O)c2cccc(Cl)c2Cl)C1. As a reaction SMILES: [B-:18]([F:19])([F:20])([F:21])[F:22].[C:30](=[O:31])([OH:32])[O-:33].[CH2:23]([CH3:24])[O+:25]([CH2:26][CH3:27])[CH2:28][CH3:29].[Cl:1][c:2]1[c:3]([C:9](=[O:10])[N:11]2[CH2:12][C:13](=[O:17])[NH:14][CH2:15][CH2:16]2)[cH:4][cH:5][cH:6][c:7]1[Cl:8].[Cl:34][CH2:35][Cl:36]>>[Cl:1][c:2]1[c:3]([C:9](=[O:10])[N:11]2[CH2:12][C:13]([O:17][CH2:23][CH3:24])=[N:14][CH2:15][CH2:16]2)[cH:4][cH:5][cH:6][c:7]1[Cl:8]. Starting materials: Cl.C1(=CC=CC=C1)S(=O)(=O)NC1=CC2=C(N(C(=N2)CC2=CC=C(C(=N)N)C=C2)CC(=O)OCC)C=C1 (4-[(5-benzenesulphonylamino-1-ethoxycarbonylmethyl-1H-benzimidazol-2-yl)-methyl]-benzamidine-hydrochloride), [OH-].[Na+] (sodium hydroxide). Run in C(C)O (ethanol). Reaction conditions: temperature 40 celsius, time 90 minute. Yields the product C1(=CC=CC=C1)S(=O)(=O)NC1=CC2=C(N(C(=N2)CC2=CC=C(C(=N)N)C=C2)CC(=O)O)C=C1 (4-[(5-benzenesulphonylamino-1-carboxymethyl-1H-benzimidazol-2-yl)-methyl]-benzamidine). RXN SMILES: Cl.[C:2]1([S:8]([NH:11][C:12]2[CH:36]=[CH:35][C:15]3[N:16]([CH2:29][C:30]([O:32]CC)=[O:31])[C:17]([CH2:19][C:20]4[CH:28]=[CH:27][C:23]([C:24]([NH2:26])=[NH:25])=[CH:22][CH:21]=4)=[N:18][C:14]=3[CH:13]=2)(=[O:10])=[O:9])[CH:7]=[CH:6][CH:5]=[CH:4][CH:3]=1.[OH-].[Na+]>C(O)C>[C:2]1([S:8]([NH:11][C:12]2[CH:36]=[CH:35][C:15]3[N:16]([CH2:29][C:30]([OH:32])=[O:31])[C:17]([CH2:19][C:20]4[CH:28]=[CH:27][C:23]([C:24]([NH2:26])=[NH:25])=[CH:22][CH:21]=4)=[N:18][C:14]=3[CH:13]=2)(=[O:10])=[O:9])[CH:3]=[CH:4][CH:5]=[CH:6][CH:7]=1 |f:0.1,2.3|. Reported procedure: 200 mg (0.379 mmol) of 4-[(5-benzenesulphonylamino-1-ethoxycarbonylmethyl-1H-benzimidazol-2-yl)-methyl]-benzamidine-hydrochloride are dissolved in 10 ml ethanol and stirred at 40° C. for 90 minutes after the addition of 1 ml 2N sodium hydroxide solution. The solvent is distilled off, the residue diluted with 20 ml water and acidified with glacial acetic acid. The precipitated product is suction filtered and dried. Reaction SMILES: [CH3:11][O:12][CH:13]([O:14][CH3:15])[O:16][CH3:17].[CH3:28][S:29](=[O:30])(=[O:31])[OH:32].[CH3:33][OH:34].[CH:1]([CH:2]=[CH:3][c:4]1[cH:5][cH:6][cH:7][cH:8][cH:9]1)=[O:10].[OH:18][CH:19]([C:20](=[O:21])[OH:22])[CH:23]([C:24](=[O:25])[OH:26])[OH:27]>>[CH:1]1([CH:2]=[CH:3][c:4]2[cH:5][cH:6][cH:7][cH:8][cH:9]2)[O:10][CH:23]([C:24](=[O:25])[OH:26])[CH:19]([C:20](=[O:21])[OH:22])[O:18]1. Reactants: COC(OC)OC, CS(=O)(=O)O, CO, O=CC=Cc1ccccc1, O=C(O)C(O)C(O)C(=O)O. Product: O=C(O)C1OC(C=Cc2ccccc2)OC1C(=O)O. Solvent: O1CCOCC1 (dioxane), O1CCOCC1 (dioxane). Starting materials: CC1=NN=C(O1)CC=1C=C(C=CC1)CC(=O)OC(C)(C)C (tert-butyl 2-(3-((5-methyl-1,3,4-oxadiazol-2-yl)methyl)phenyl)acetate), Cl (HCl). Reaction SMILES: [CH3:1][C:2]1[O:6][C:5]([CH2:7][C:8]2[CH:9]=[C:10]([CH2:14][C:15]([O:17]C(C)(C)C)=[O:16])[CH:11]=[CH:12][CH:13]=2)=[N:4][N:3]=1.Cl>O1CCOCC1>[CH3:1][C:2]1[O:6][C:5]([CH2:7][C:8]2[CH:9]=[C:10]([CH2:14][C:15]([OH:17])=[O:16])[CH:11]=[CH:12][CH:13]=2)=[N:4][N:3]=1. Procedure: To a mixture of tert-butyl 2-(3-((5-methyl-1,3,4-oxadiazol-2-yl)methyl)phenyl)acetate 1106 (0.127 g, 0.44 mmol) in dioxane (3 mL) was added 4N HCl in dioxane (1 mL) and stirred under an atmosphere of Argon for 2 hours. The volatiles were removed under reduced pressure and the residue diluted with water (5 mL) and the pH adjusted to 12 with 2.5 N NaOH. The mixture was washed with dichloromethane (4×2 mL) and the pH adjusted to 6 with 1 N HCl. The mixture was extracted with EtOAc (3×2 mL) and the ... Product: CC1=NN=C(O1)CC=1C=C(C=CC1)CC(=O)O (2-(3-((5-methyl-1,3,4-oxadiazol-2-yl)methyl)phenyl)acetic acid). Run at time 2 hour. The yield is 22.5%. Starting materials: C(#N)NC(SC)=NC1CCCC2=CC=CC=C12 (N-cyano-N'-(1,2,3,4-tetrahydro-1-naphthyl)-S-methylisothiourea), C(CCC)N (n-butylamine). Solvent: C(C)#N (acetonitrile). Reaction conditions: time 100 hour. Yields the product C(#N)N=C(NCCCC)NC1CCCC2=CC=CC=C12 (N"-cyano-N-n-butyl-N'-(1,2,3,4-tetrahydro-1-naphthyl)guanidine). Reaction SMILES: [C:1]([NH:3][C:4](=[N:7][CH:8]1[C:17]2[C:12](=[CH:13][CH:14]=[CH:15][CH:16]=2)[CH2:11][CH2:10][CH2:9]1)SC)#[N:2].[CH2:18]([NH2:22])[CH2:19][CH2:20][CH3:21]>C(#N)C>[C:1]([N:3]=[C:4]([NH:7][CH:8]1[C:17]2[C:12](=[CH:13][CH:14]=[CH:15][CH:16]=2)[CH2:11][CH2:10][CH2:9]1)[NH:22][CH2:18][CH2:19][CH2:20][CH3:21])#[N:2]. Reported procedure: A solution of 12.3 g of N-cyano-N'-(1,2,3,4-tetrahydro-1-naphthyl)-S-methylisothiourea and 20 ml of n-butylamine in 100 ml of acetonitrile was heated at reflux with stirring for 100 hours. The solvent was removed by evaporation in vacuo. The residual oil was dissolved in methylene chloride, and the solution was washed with three 80 ml portions of 3N hydrochloric acid and then dried over anhydrous sodium sulfate. The methylene chloride was removed by evaporation in vacuo, leaving as residue N"-cy... Starting materials: C(C1=CC=CC=C1)OC1=C(C=C(C=C1)N1CCN(CC1)CCCC1CCCCC1)Cl (1-(4-benzyloxy-3-chlorophenyl)-4-(3-cyclohexylpropyl)piperazine), C(C1=CC=CC=C1)OC1=C(C=C(C=C1)N1CCN(CC1)CCCC(=O)C1=CC=C(C=C1)C(C)(C)C)F (4-[4-(4-benzyloxy-3-fluorophenyl)piperazin-1-yl]-1-(4-tert-butylphenyl)-1-butanone). Product: Cl.C(C)(C)(C)C1=CC=C(C=C1)C(CCCN1CCN(CC1)C1=CC(=C(C=C1)O)F)=O (1-(4-tert-butylphenyl)-4-[4-(3-fluoro-4-hydroxyphenyl)piperazin-1-yl]-1-butanone hydrochloride). Reaction SMILES: C(OC1C=CC(N2CCN(CCCC3CCCCC3)CC2)=CC=1[Cl:30])C1C=CC=CC=1.C([O:38][C:39]1[CH:44]=[CH:43][C:42]([N:45]2[CH2:50][CH2:49][N:48]([CH2:51][CH2:52][CH2:53][C:54]([C:56]3[CH:61]=[CH:60][C:59]([C:62]([CH3:65])([CH3:64])[CH3:63])=[CH:58][CH:57]=3)=[O:55])[CH2:47][CH2:46]2)=[CH:41][C:40]=1[F:66])C1C=CC=CC=1>>[ClH:30].[C:62]([C:59]1[CH:58]=[CH:57][C:56]([C:54](=[O:55])[CH2:53][CH2:52][CH2:51][N:48]2[CH2:47][CH2:46][N:45]([C:42]3[CH:43]=[CH:44][C:39]([OH:38])=[C:40]([F:66])[CH:41]=3)[CH2:50][CH2:49]2)=[CH:61][CH:60]=1)([CH3:65])([CH3:63])[CH3:64] |f:2.3|. Procedure: Production Example 30 was repeated except that 1-(4-benzyloxy-3-chlorophenyl)-4-(3-cyclohexylpropyl)piperazine was replaced with 4-[4-(4-benzyloxy-3-fluorophenyl)piperazin-1-yl]-1-(4-tert-butylphenyl)-1-butanone (274 mg), to provide 1-(4-tert-butylphenyl)-4-[4-(3-fluoro-4-hydroxyphenyl)piperazin-1-yl]-1-butanone hydrochloride (191 mg). The reactants are [H-].[Na+] (sodium hydride), N1C=NC2=C1CCCC2 (4,5,6,7-Tetrahydro-1H-benzimidazole), CS(=O)(=O)OCCCCOC (4-Methoxybutyl methanesulfonate). Run in CN(C)C=O (DMF). Reaction conditions: time 30 minute. Product: COCCCCN1C=NC2=C1CCCC2 (1-(4-methoxybutyl)-4,5,6,7-tetrahydro-1H-benzimidazole). Yield: 198.2%. Reaction SMILES: [NH:1]1[C:5]2[CH2:6][CH2:7][CH2:8][CH2:9][C:4]=2[N:3]=[CH:2]1.[H-].[Na+].CS(O[CH2:17][CH2:18][CH2:19][CH2:20][O:21][CH3:22])(=O)=O>CN(C=O)C>[CH3:22][O:21][CH2:20][CH2:19][CH2:18][CH2:17][N:1]1[C:5]2[CH2:6][CH2:7][CH2:8][CH2:9][C:4]=2[N:3]=[CH:2]1 |f:1.2|. Procedure: 4,5,6,7-Tetrahydro-1H-benzimidazole (2.45 g) was dissolved in DMF (20 ml), sodium hydride (60% in oil, 880 mg) was added, and the mixture was stirred at room temperature for 30 min. 4-Methoxybutyl methanesulfonate (1.28 g) was added, and the mixture was stirred at room temperature for 15 hr. The reaction mixture was concentrated under reduced pressure, water was added and the mixture was extracted with ethyl acetate. The extract was washed with saturated brine, and dried over anhydrous sodium su...